This data is from the Open Reaction Database (ORD), a public repository of structured organic reaction records. The task is: describe an organic reaction: reactants, conditions, products, and yield Reactants: Cl, CCOC(=O)c1ccc(-n2ccnc2)cc1. Yields the product O=C(O)c1ccc(-n2ccnc2)cc1. As a reaction SMILES: [ClH:17].[n:1]1(-[c:6]2[cH:7][cH:8][c:9]([C:10](=[O:11])[O:12][CH2:13][CH3:14])[cH:15][cH:16]2)[cH:2][n:3][cH:4][cH:5]1>>[n:1]1(-[c:6]2[cH:7][cH:8][c:9]([C:10](=[O:11])[OH:12])[cH:15][cH:16]2)[cH:2][n:3][cH:4][cH:5]1. Starting materials: C(C)(C)(C)OC(=O)C1=C(CS[C@H]2N1C([C@@]2(OC)N)=O)C(CCS(N)(=O)=O)SC2=NN=NN2 (7β-amino-7α-methoxy-3-[1-(2-sulfamoylethyl)tetrazol-5-ylthiomethyl]-3-cephem-4-carboxylic acid t-butyl ester), C(C)N(C1=CC=CC=C1)CC (N,N-diethylaniline), D-O-dichloroacetylmandeloyl chloride. Run in C(Cl)Cl (methylene chloride), C(Cl)Cl (methylene chloride). Run at time 30 minute. Yields the product C([C@H](O)C1=CC=CC=C1)(=O)N[C@]1([C@@H]2N(C(=C(CS2)C(CCS(N)(=O)=O)SC2=NN=NN2)C(=O)O)C1=O)OC (7β-D-Mandelamido-7α-methoxy-3-[1-(2-sulfamoylethyl)tetrazol-5-ylthiomethyl]-3-cephem-4-carboxylic acid). RXN SMILES: C([O:5][C:6]([C:8]1[N:13]2[C:14](=[O:19])[C@:15]([NH2:18])([O:16][CH3:17])[C@H:12]2[S:11][CH2:10][C:9]=1[CH:20]([S:27][C:28]1[NH:32][N:31]=[N:30][N:29]=1)[CH2:21][CH2:22][S:23](=[O:26])(=[O:25])[NH2:24])=[O:7])(C)(C)C.C(N(CC)[C:36]1[CH:41]=[CH:40][CH:39]=[CH:38][CH:37]=1)C>C(Cl)Cl>[C:15]([NH:18][C@:15]1([O:16][CH3:17])[C:14](=[O:19])[N:13]2[C:8]([C:6]([OH:5])=[O:7])=[C:9]([CH:20]([S:27][C:28]3[NH:32][N:31]=[N:30][N:29]=3)[CH2:21][CH2:22][S:23](=[O:25])(=[O:26])[NH2:24])[CH2:10][S:11][C@H:12]12)(=[O:16])[C@@H:14]([C:36]1[CH:37]=[CH:38][CH:39]=[CH:40][CH:41]=1)[OH:19]. Procedure: A solution of 0.95 g. (2 mmol.) of 7β-amino-7α-methoxy-3-[1-(2-sulfamoylethyl)tetrazol-5-ylthiomethyl]-3-cephem-4-carboxylic acid t-butyl ester and 0.30 g. (2 mmol.) of N,N-diethylaniline in 100 ml. of dry methylene chloride is stirred at 0°-5° while 0.56 g. (2 mmol.) of D-O-dichloroacetylmandeloyl chloride in 10 ml. of methylene chloride is added dropwise over a 10 minute period. The mixture is stirred in the cold for 30 minutes then warmed to room temperature and stirred for an additional 30 m... Reactants: C(C)(=O)OC(C)=O (Acetic anhydride), OC(=O)C(F)(F)F.FC1=C(C=CC(=C1)F)C(C1CCN(CC1)C1=C(N=C2C(=N1)CNCC2)NC(C)C)F (3-(4-((2,4-difluorophenyl)fluoromethyl)piperidin-1-yl)-N-isopropyl-5,6,7,8-tetrahydropyrido[3,4-b]pyrazin-2-amine TFA salt), N1=CC=CC=C1 (pyridine). Run in C(Cl)Cl (DCM). Run at time 1 hour. Yields the product FC1=C(C=CC(=C1)F)C(C1CCN(CC1)C1=C(N=C2C(=N1)CN(CC2)C(C)=O)NC(C)C)F (1-(3-(4-((2,4-difluorophenyl)fluoromethyl)piperidin-1-yl)-2-(isopropylamino)-7,8-dihydropyrido[3,4-b]pyrazin-6(5H)-yl)ethanone), C(=O)(C(F)(F)F)O (TFA). Isolated yield 463.9%. As a reaction SMILES: C(O[C:5](=[O:7])[CH3:6])(=O)C.[OH:8][C:9]([C:11]([F:14])([F:13])[F:12])=[O:10].[F:15][C:16]1[CH:21]=[C:20]([F:22])[CH:19]=[CH:18][C:17]=1[CH:23]([F:44])[CH:24]1[CH2:29][CH2:28][N:27]([C:30]2[N:35]=[C:34]3[CH2:36][NH:37][CH2:38][CH2:39][C:33]3=[N:32][C:31]=2[NH:40][CH:41]([CH3:43])[CH3:42])[CH2:26][CH2:25]1.N1C=CC=CC=1>C(Cl)Cl>[F:15][C:16]1[CH:21]=[C:20]([F:22])[CH:19]=[CH:18][C:17]=1[CH:23]([F:44])[CH:24]1[CH2:29][CH2:28][N:27]([C:30]2[N:35]=[C:34]3[CH2:36][N:37]([C:5](=[O:7])[CH3:6])[CH2:38][CH2:39][C:33]3=[N:32][C:31]=2[NH:40][CH:41]([CH3:42])[CH3:43])[CH2:26][CH2:25]1.[C:9]([OH:10])([C:11]([F:14])([F:13])[F:12])=[O:8] |f:1.2|. Procedure details: Acetic anhydride (7 μL, 0.075 mmol) was added to a solution of 3-(4-((2,4-difluorophenyl)fluoromethyl)piperidin-1-yl)-N-isopropyl-5,6,7,8-tetrahydropyrido[3,4-b]pyrazin-2-amine TFA salt (20.1 mg, 0.038 mmol) and pyridine (9 μL, 0.113 mmol) in DCM (380 μL) at rt. After 1 h, the mixture was purified by HPLC Method A to give the title compound as a TFA salt (20.1 mg, 93%) as a yellow film. 1H NMR (400 MHz, methanol-d4) δ ppm 1.29 (dd, J=6.4, 1.9 Hz, 6H), 1.46 (br s, 1H), 1.56-1.77 (m, 2H), 2.00 (d,... Starting materials: [BH4-], CC(C)CCC(=O)C(Cc1ccccc1)N(Cc1ccccc1)Cc1ccccc1, CO, [Na+], C1CCOC1. Yields the product CC(C)CCC(O)C(Cc1ccccc1)N(Cc1ccccc1)Cc1ccccc1. As a reaction SMILES: [BH4-:31].[CH2:1]([c:2]1[cH:3][cH:4][cH:5][cH:6][cH:7]1)[N:8]([CH2:9][c:10]1[cH:11][cH:12][cH:13][cH:14][cH:15]1)[CH:16]([CH2:17][c:18]1[cH:19][cH:20][cH:21][cH:22][cH:23]1)[C:24]([CH2:25][CH2:26][CH:27]([CH3:28])[CH3:29])=[O:30].[CH3:33][OH:34].[Na+:32].[O:35]1[CH2:36][CH2:37][CH2:38][CH2:39]1>>[CH2:1]([c:2]1[cH:3][cH:4][cH:5][cH:6][cH:7]1)[N:8]([CH2:9][c:10]1[cH:11][cH:12][cH:13][cH:14][cH:15]1)[CH:16]([CH2:17][c:18]1[cH:19][cH:20][cH:21][cH:22][cH:23]1)[CH:24]([CH2:25][CH2:26][CH:27]([CH3:28])[CH3:29])[OH:30]. Reactants: O (water), Cl (hydrochloric acid), NC1=NC(=C(C=2N1N=NN2)CC=C(C)C2=C(C=CC(=C2)Cl)Cl)C (5-amino-7-methyl-8-[3-(2,5-dichlorophenyl)-2-butenyl]tetrazolo[1,5-c]pyrimidine). The reagents and catalysts are [Zn] (Zinc), [Zn] (zinc). Solvent: C(C)(=O)O (acetic acid). Run at temperature 80 celsius, time 18 hour. Product: NC1=NC(=C(C(=N1)N)CC=C(C)C1=C(C=CC(=C1)Cl)Cl)C (2,4-diamino-6-methyl-5-[3-(2,5-dichlorophenyl)-2-butenyl]pyrimidine). Isolated yield 30.9%. RXN SMILES: Cl.[NH2:2][C:3]1[N:8]2N=N[N:11]=[C:7]2[C:6]([CH2:12][CH:13]=[C:14]([C:16]2[CH:21]=[C:20]([Cl:22])[CH:19]=[CH:18][C:17]=2[Cl:23])[CH3:15])=[C:5]([CH3:24])[N:4]=1.O>C(O)(=O)C.[Zn]>[NH2:2][C:3]1[N:8]=[C:7]([NH2:11])[C:6]([CH2:12][CH:13]=[C:14]([C:16]2[CH:21]=[C:20]([Cl:22])[CH:19]=[CH:18][C:17]=2[Cl:23])[CH3:15])=[C:5]([CH3:24])[N:4]=1. Reported procedure: Zinc is activated by treating 2.5 grams (excess) of it with aqueous 10% hydrochloric acid for two minutes. The activated zinc is collected by filtration, washed with water then acetone, and dried in a vacuum oven for one hour. A solution of 1.5 grams (0.004 mole) of 5-amino-7-methyl-8-[3-(2,5-dichlorophenyl)-2-butenyl]tetrazolo[1,5-c]pyrimidine in 35 mL of acetic acid is stirred, and the activated zinc is added portionwise during a 20 minute period. Upon completion of addition, the reaction mixt... Starting materials: C(C)[BH-](CC)CC.[Li+] (lithium triethylborohydride), C1OC2=CC3=CC=4C(C5=CC6=CC=CC=C6C=C5C(C4C=C3C=C2O1)=O)=O (2,3-methylenedioxy-6,13-pentacenequinone), Cl (hydrochloric acid). Solvent: C1CCOC1 (THF), C1CCOC1 (THF). The product is OC1C=2C=C3C=C4C(=CC3=CC2C(C2=CC3=CC=CC=C3C=C12)O)OCO4 (6,13-dihydro-6,13-dihydroxy-2,3-(methylendioxy)pentacene). As a reaction SMILES: [CH2:1]1[O:25][C:24]2[C:3](=[CH:4][C:5]3[C:22]([CH:23]=2)=[CH:21][C:20]2[C:19](=[O:26])[C:18]4[C:9](=[CH:10][C:11]5[C:16]([CH:17]=4)=[CH:15][CH:14]=[CH:13][CH:12]=5)[C:8](=[O:27])[C:7]=2[CH:6]=3)[O:2]1.C([BH-](CC)CC)C.[Li+].Cl>C1COCC1>[OH:27][CH:8]1[C:9]2[C:18](=[CH:17][C:16]3[C:11]([CH:10]=2)=[CH:12][CH:13]=[CH:14][CH:15]=3)[CH:19]([OH:26])[C:20]2[CH:21]=[C:22]3[C:5]([CH:4]=[C:3]4[O:2][CH2:1][O:25][C:24]4=[CH:23]3)=[CH:6][C:7]1=2 |f:1.2|. Reported procedure: A solution of 57 mg of 2,3-methylenedioxy-6,13-pentacenequinone dissolved in 25 mL of THF was added to 1.6 mL of a 1 mol/1000 mL THF solution of lithium triethylborohydride, and they were allowed to react with each other at room temperature for 1 hour in a nitrogen atmosphere. The resulting solution was neutralized with diluted aqueous hydrochloric acid, and the organic phase was separated, concentrated and dried under a vacuum to produce 6,13-dihydro-6,13-dihydroxy-2,3-(methylendioxy)pentacene ... Reactants: FC(OC1=CC=C(C=C1)C1=CC=C2C=NNC(C2=C1)=O)(F)F (7-(4-(trifluoromethoxy)phenyl)phthalazin-1(2H)-one), ClCC1=NC(=NO1)C (5-(chloromethyl)-3-methyl-1,2,4-oxadiazole), C([O-])([O-])=O.[K+].[K+] (potassium carbonate), CN(C)C=O (DMF). Solvent: CCOC(=O)C (EtOAc), O (water). Reaction conditions: temperature 80 celsius. Product: CC1=NOC(=N1)CN1C(C2=CC(=CC=C2C=N1)C1=CC=C(C=C1)OC(F)(F)F)=O (2-((3-methyl-1,2,4-oxadiazol-5-yl)methyl)-7-(4-(trifluoromethoxy)phenyl)phthalazin-1(2H)-one). As a reaction SMILES: [F:1][C:2]([F:22])([F:21])[O:3][C:4]1[CH:9]=[CH:8][C:7]([C:10]2[CH:19]=[C:18]3[C:13]([CH:14]=[N:15][NH:16][C:17]3=[O:20])=[CH:12][CH:11]=2)=[CH:6][CH:5]=1.Cl[CH2:24][C:25]1[O:29][N:28]=[C:27]([CH3:30])[N:26]=1.C(=O)([O-])[O-].[K+].[K+].CN(C=O)C>CCOC(C)=O.O>[CH3:30][C:27]1[N:26]=[C:25]([CH2:24][N:16]2[N:15]=[CH:14][C:13]3[C:18](=[CH:19][C:10]([C:7]4[CH:8]=[CH:9][C:4]([O:3][C:2]([F:1])([F:21])[F:22])=[CH:5][CH:6]=4)=[CH:11][CH:12]=3)[C:17]2=[O:20])[O:29][N:28]=1 |f:2.3.4|. Procedure: To a mixture of 7-(4-(trifluoromethoxy)phenyl)phthalazin-1(2H)-one (50 mg, 0.163 mmol), 5-(chloromethyl)-3-methyl-1,2,4-oxadiazole (47.5 mg, 0.359 mmol), and potassium carbonate (68 mg, 9.68 mmol) was added DMF (1 mL) and the reaction was heated to 80° C. overnight. The reaction was diluted with EtOAc and water, the layers were separated, and the organic layer was concentrated to an oil. The residue was purified by flash chromatography (Rf=0.32, 1:1 hexanes/ethyl acetate) to afford 2-((3-methyl-... Reactants: [Cl-].[NH4+] (ammonium chloride), [H-].[Na+] (Sodium hydride), BrC1=NC=C(C=C1)C=1NC(=CN1)C(F)(F)F (2-bromo-5-[5-(trifluoromethyl)-1H-imidazol-2-yl]pyridine), C[Si](CCOCCl)(C)C (2-(trimethylsilyl)ethoxymethyl chloride). The solvent is CN(C=O)C (N,N-dimethylformamide). Reaction conditions: time 30 minute. The product is BrC1=NC=C(C=C1)C=1N(C=C(N1)C(F)(F)F)COCC[Si](C)(C)C (2-bromo-5-[4-(trifluoromethyl)-1-{[2-(trimethylsilyl)ethoxy]-methyl}-1H-imidazol-2-yl]pyridine). As a reaction SMILES: [H-].[Na+].[Br:3][C:4]1[CH:9]=[CH:8][C:7]([C:10]2[NH:11][C:12]([C:15]([F:18])([F:17])[F:16])=[CH:13][N:14]=2)=[CH:6][N:5]=1.[CH3:19][Si:20]([CH3:27])([CH3:26])[CH2:21][CH2:22][O:23][CH2:24]Cl.[Cl-].[NH4+]>CN(C)C=O>[Br:3][C:4]1[CH:9]=[CH:8][C:7]([C:10]2[N:14]([CH2:24][O:23][CH2:22][CH2:21][Si:20]([CH3:27])([CH3:26])[CH3:19])[CH:13]=[C:12]([C:15]([F:18])([F:16])[F:17])[N:11]=2)=[CH:6][N:5]=1 |f:0.1,4.5|. Procedure: 60% Sodium hydride (2.62 g) was added to a solution of 2-bromo-5-[5-(trifluoromethyl)-1H-imidazol-2-yl]pyridine (13.65 g) dissolved in N,N-dimethylformamide (150 mL) under nitrogen atmosphere and under ice-cooling, and the mixture was stirred for 30 minutes. To the mixture was added 2-(trimethylsilyl)ethoxymethyl chloride (12.4 mL) under ice-cooling, and the mixture was stirred overnight while the temperature of the mixture was gradually raised to room temperature. To the reaction mixture was ad... Reactants: OCCC(C(=O)N)Cl (hydroxyethyl chloroacetamide), O1CCCC1 (tetrahydrofuran), C(C)OCCOCCOCCOC=C (ethoxyethoxyethoxyethoxy ethene), aqueous solution, C([O-])([O-])=O.[K+].[K+] (potassium carbonate). The reagents and catalysts are CS(=O)(=O)O (methane sulfonic acid). Reaction conditions: time 2 hour. Product: ClCC(=O)NC(C)OC(C)OC(C)OCCOCCOCC (1-(2-chloroacetamido)ethoxy 1-(2-ethoxyethoxyethoxy)ethoxy ethane). As a reaction SMILES: OCC[CH:4]([Cl:8])[C:5]([NH2:7])=[O:6].C(O[CH2:12][CH2:13][O:14][CH2:15][CH2:16][O:17][CH2:18][CH2:19][O:20][CH:21]=[CH2:22])C.C(=O)([O-])[O-:24].[K+].[K+].[O:29]1[CH2:33][CH2:32][CH2:31][CH2:30]1>CS(O)(=O)=O>[Cl:8][CH2:4][C:5]([NH:7][CH:30]([O:29][CH:33]([O:24][CH:21]([O:20][CH2:19][CH2:18][O:17][CH2:16][CH2:15][O:14][CH2:13][CH3:12])[CH3:22])[CH3:32])[CH3:31])=[O:6] |f:2.3.4|. Procedure: Two grams (g) (0.0145 mole) of hydroxyethyl chloroacetamide and 3.3 g (0.0146 mole) of ethoxyethoxyethoxyethoxy ethene were combined and dissolved in 5 milliliters (ml) of tetrahydrofuran. The reaction mixture was cooled in an ice bath and 2 drops of methane sulfonic acid were added. The mixture was allowed to stir for approximately 2 hours and then 25 ml of a 5% aqueous solution of potassium carbonate were added. The product was extracted with dichloromethane, dried and stripped. Starting materials: C1(=CC=CC=C1)CCCN[C@@H]1CC[C@H](CC1)C1=CC=C(C=C1)O (trans-4-[4-(3-phenylpropyl amino) cyclohexyl]-phenol), CC(=O)C (acetone), C1CCOC1 (THF), C(#N)[BH3-].[Na+] (sodium cyanoborohydride). Run in C(C)(=O)O (acetic acid), CO (MeOH). Conditions: temperature 60 celsius, time 8 hour. The product is C(C)(C)N(CCCC1=CC=CC=C1)[C@@H]1CC[C@H](CC1)C1=CC=C(C=C1)O (trans-4-{4-[N-isopropyl-N-(3-phenylpropyl) amino]cyclohexyl}phenol). Isolated yield 48.0%. Reaction SMILES: [C:1]1([CH2:7][CH2:8][CH2:9][NH:10][C@H:11]2[CH2:16][CH2:15][C@H:14]([C:17]3[CH:22]=[CH:21][C:20]([OH:23])=[CH:19][CH:18]=3)[CH2:13][CH2:12]2)[CH:6]=[CH:5][CH:4]=[CH:3][CH:2]=1.[CH3:24][C:25]([CH3:27])=O.C1COCC1.C([BH3-])#N.[Na+]>C(O)(=O)C.CO>[CH:25]([N:10]([C@H:11]1[CH2:12][CH2:13][C@H:14]([C:17]2[CH:18]=[CH:19][C:20]([OH:23])=[CH:21][CH:22]=2)[CH2:15][CH2:16]1)[CH2:9][CH2:8][CH2:7][C:1]1[CH:2]=[CH:3][CH:4]=[CH:5][CH:6]=1)([CH3:27])[CH3:24] |f:3.4|. Procedure: To a stirred solution of trans-4-[4-(3-phenylpropyl amino) cyclohexyl]-phenol and acetone (2 mL) in a 2:1 mixture of THF:MeOH (10 mL) was added sodium cyanoborohydride (153 mg, 2.42 mmol). The reaction mixture was heated to 60° C. and the acidity was maintained by the addition of acetic acid. The mixture was stirred overnight, quenched with 2N NaOH and concentrated under reduced pressure. Purification by flash chromatography (90:9:1 CH2Cl2:MeOH:NH4OH) gave trans-4-{4-[N-isopropyl-N-(3-phenylprop...